From a dataset of the Open Reaction Database (ORD), a public repository of structured organic reaction records. describe an organic reaction: reactants, conditions, products, and yield The reactants are COC(=O)c1ccc(NS(=O)(=O)c2ccc(S(C)(=O)=O)cc2)cc1, [Na+], C1CCOC1, [OH-]. Product: CS(=O)(=O)c1ccc(S(=O)(=O)Nc2ccc(C(=O)O)cc2)cc1. Reaction SMILES: [CH3:1][O:2][C:3]([c:4]1[cH:5][cH:6][c:7]([NH:10][S:11](=[O:12])(=[O:13])[c:14]2[cH:15][cH:16][c:17]([S:20](=[O:21])(=[O:22])[CH3:23])[cH:18][cH:19]2)[cH:8][cH:9]1)=[O:24].[Na+:26].[O:27]1[CH2:28][CH2:29][CH2:30][CH2:31]1.[OH-:25]>>[O:2]=[C:3]([c:4]1[cH:5][cH:6][c:7]([NH:10][S:11](=[O:12])(=[O:13])[c:14]2[cH:15][cH:16][c:17]([S:20](=[O:21])(=[O:22])[CH3:23])[cH:18][cH:19]2)[cH:8][cH:9]1)[OH:24]. The reactants are FC1=C(O)C(=C(C(=C1F)O)F)F (2,3,5,6-tetrafluorohydroquinone), C(CCCCCCCC)(=O)O (nonanoic acid), C1(CCCCC1)N=C=NC1CCCCC1 (dicyclohexylcarbodiimide), N1(CCCC1)C1=CC=NC=C1 (4-pyrrolidinopyridine). Run in O1CCCC1 (tetrahydrofuran). Conditions: time 3 hour. The product is C(CCCCCCCC)(=O)OC1=C(C(=C(C(=C1F)F)O)F)F (4-nonanoyloxy-2,3,5,6-tetrafluorophenol). Yield: 32.2%. Reaction SMILES: [F:1][C:2]1[C:8]([F:9])=[C:7]([OH:10])[C:6]([F:11])=[C:5]([F:12])[C:3]=1[OH:4].[C:13](O)(=[O:22])[CH2:14][CH2:15][CH2:16][CH2:17][CH2:18][CH2:19][CH2:20][CH3:21].C1(N=C=NC2CCCCC2)CCCCC1.N1(C2C=CN=CC=2)CCCC1>O1CCCC1>[C:13]([O:4][C:3]1[C:2]([F:1])=[C:8]([F:9])[C:7]([OH:10])=[C:6]([F:11])[C:5]=1[F:12])(=[O:22])[CH2:14][CH2:15][CH2:16][CH2:17][CH2:18][CH2:19][CH2:20][CH3:21]. Reported procedure: 2.0 g (11.0 mM) of 2,3,5,6-tetrafluorohydroquinone, 0.87 g (5.5 mM) of nonanoic acid, 1.13 g (5.5 mM) of dicyclohexylcarbodiimide and a catalytic amount of 4-pyrrolidinopyridine were added to 20 ml of tetrahydrofuran, followed by stirring for 3 hours at room temperature. After the reaction, the insoluble residue was filtered off, followed by distilling-off of the solvent to obtain a crude product. The crude product was purified by silica gel column chromatography (eluent: toluene) to obtain 0.57... Reactants: CCCC[N+](CCCC)(CCCC)CCCC.N#[C-], C1CN(C[C@H]([C@H]1F)OS(=O)(=O)C)C(=O)OCc1ccccc1. The reagents and catalysts are C1COCCOCCOCCOCCOCCO1   (18-Crown-6), c1ccc(cc1)-c2c3ccccc3cc4ccccc24 (9-Phenylanthracene). Solvent: CC(=O)N(C)C (DMAc). Conditions: temperature 100 celsius, time 18 hour. Yields the product F[C@H]1CCN(C[C@@H]1C#N)C(=O)OCc2ccccc2. Reaction SMILES: CCCC[N+](CCCC)(CCCC)CCCC.[C-:1]#[N:2].CS(O[C@H:3]1[C@@H:8]([F:9])[CH2:7][CH2:6][N:5]([C:10]([O:12][CH2:13][c:14]2[cH:19][cH:18][cH:17][cH:16][cH:15]2)=[O:11])[CH2:4]1)(=O)=O>>[F:9][C@@H:8]1[C@@H:3]([C:1]#[N:2])[CH2:4][N:5]([C:10]([O:12][CH2:13][c:14]2[cH:19][cH:18][cH:17][cH:16][cH:15]2)=[O:11])[CH2:6][CH2:7]1. Reactants: O (Water), BrC=1C=CC(=C(C#N)C1)F (5-Bromo-2-fluorobenzonitrile), C1(=CC=CC=C1)B(O)O (phenylboronic acid), C(=O)([O-])[O-].[Cs+].[Cs+] (Cs2CO3). Run in C1(=CC=CC=C1)C (toluene). Product: FC1=C(C=C(C=C1)C1=CC=CC=C1)C#N (4-Fluoro-biphenyl-3-carbonitrile). As a reaction SMILES: Br[C:2]1[CH:3]=[CH:4][C:5]([F:10])=[C:6]([CH:9]=1)[C:7]#[N:8].[C:11]1(B(O)O)[CH:16]=[CH:15][CH:14]=[CH:13][CH:12]=1.C([O-])([O-])=O.[Cs+].[Cs+].O>C1(C)C=CC=CC=1>[F:10][C:5]1[CH:4]=[CH:3][C:2]([C:11]2[CH:16]=[CH:15][CH:14]=[CH:13][CH:12]=2)=[CH:9][C:6]=1[C:7]#[N:8] |f:2.3.4|. Reported procedure: 5-Bromo-2-fluorobenzonitrile (53) (500 mg, 2.54 mmol) was coupled to phenylboronic acid (335 mg, 2.75 mmol) with Cs2CO3 (1.63 g, 5.00 mmol) in toluene (4 mL) in a microwave at 140° C. for 30 minutes. Water was added and the organics extracted several times with EtOAc, dried (MgSO4), filtered and the solvent concentrated in vacuo. The crude product was purified by Flash Master Jones Chromatography using a 25 g silica cartridge and eluting with 10% EtOAc in heptane to yield the title compound. Yie... Starting materials: CCOC(=O)c1cccc2ncc([N+](=O)[O-])n12, CCO. The product is CCOC(=O)c1cccc2ncc(N)n12. Reaction SMILES: [CH2:1]([CH3:2])[O:3][C:4](=[O:5])[c:6]1[cH:7][cH:8][cH:9][c:10]2[n:11]1[c:12]([N+:15]([O-:16])=[O:17])[cH:13][n:14]2.[CH3:18][CH2:19][OH:20]>>[CH2:1]([CH3:2])[O:3][C:4](=[O:5])[c:6]1[cH:7][cH:8][cH:9][c:10]2[n:11]1[c:12]([NH2:15])[cH:13][n:14]2. The reactants are COC(=O)C(N)Cc1ccc2c(c1)CN(C(=O)c1c(Cl)cccc1Cl)CC2, O=C(Cl)c1c(Cl)cccc1Cl, c1ccncc1. Yields the product COC(=O)C(Cc1ccc2c(c1)CN(C(=O)c1c(Cl)cccc1Cl)CC2)NC(=O)c1c(Cl)cccc1Cl. RXN SMILES: [CH3:1][O:2][C:3]([CH:4]([CH2:5][c:6]1[cH:7][cH:8][c:9]2[c:14]([cH:15]1)[CH2:13][N:12]([C:16]([c:17]1[c:18]([Cl:24])[cH:19][cH:20][cH:21][c:22]1[Cl:23])=[O:25])[CH2:11][CH2:10]2)[NH2:26])=[O:27].[Cl:28][c:29]1[c:30]([C:31](=[O:32])[Cl:33])[c:34]([Cl:38])[cH:35][cH:36][cH:37]1.[cH:39]1[cH:40][cH:41][n:42][cH:43][cH:44]1>>[CH3:1][O:2][C:3]([CH:4]([CH2:5][c:6]1[cH:7][cH:8][c:9]2[c:14]([cH:15]1)[CH2:13][N:12]([C:16]([c:17]1[c:18]([Cl:24])[cH:19][cH:20][cH:21][c:22]1[Cl:23])=[O:25])[CH2:11][CH2:10]2)[NH:26][C:31]([c:30]1[c:29]([Cl:28])[cH:37][cH:36][cH:35][c:34]1[Cl:38])=[O:32])=[O:27]. As a reaction SMILES: [CH2:42]1[O:43][CH2:44][CH2:45][O:46][CH2:47]1.[Cl:1][c:2]1[n:3][cH:4][cH:5][c:6](-[c:8]2[c:9](-[c:21]3[c:22]([F:39])[c:23]([NH:27][S:28](=[O:29])(=[O:30])[c:31]4[c:32]([F:38])[cH:33][cH:34][c:35]([F:37])[cH:36]4)[cH:24][cH:25][cH:26]3)[n:10][c:11]([N:13]3[CH2:14][CH:15]([CH3:20])[O:16][CH:17]([CH3:19])[CH2:18]3)[s:12]2)[n:7]1.[NH4+:41].[OH-:40]>>[c:2]1([NH2:41])[n:3][cH:4][cH:5][c:6](-[c:8]2[c:9](-[c:21]3[c:22]([F:39])[c:23]([NH:27][S:28](=[O:29])(=[O:30])[c:31]4[c:32]([F:38])[cH:33][cH:34][c:35]([F:37])[cH:36]4)[cH:24][cH:25][cH:26]3)[n:10][c:11]([N:13]3[CH2:14][CH:15]([CH3:20])[O:16][CH:17]([CH3:19])[CH2:18]3)[s:12]2)[n:7]1. Reactants: C1COCCO1, CC1CN(c2nc(-c3cccc(NS(=O)(=O)c4cc(F)ccc4F)c3F)c(-c3ccnc(Cl)n3)s2)CC(C)O1, [NH4+], [OH-]. The product is CC1CN(c2nc(-c3cccc(NS(=O)(=O)c4cc(F)ccc4F)c3F)c(-c3ccnc(N)n3)s2)CC(C)O1. The reactants are C(C)OC(C(CC=1N(C2=CC=C(C=C2C1SC(C)(C)C)OCC1=NC=CC=C1)CC1=CC=C(C=C1)C=1C=CC(=NC1)OC)(C)C)=O (3-[5-(Pyrid-2-ylmethoxy)-3-(2-methyl-2-propylthio)-1-[4-(2-methoxypyrid-5-yl)benzyl]indol-2-yl]-2,2-dimethylpropionic acid ethyl ester), O[Li].O (LiOH.H2O), EtOAc Petroleum ether. Solvent: C1CCOC1.CO.O (THF MeOH water). Run at temperature 55 celsius. Yields the product N1=C(C=CC=C1)COC=1C=C2C(=C(N(C2=CC1)CC1=CC=C(C=C1)C=1C=CC(=NC1)OC)CC(C(=O)O)(C)C)SC(C)(C)C (3-[5-(Pyrid-2-ylmethoxy)-3-(2-methyl-2-propylthio)-1-[4-(2-methoxypyrid-5-yl)benzyl]indol-2-yl]-2,2-dimethylpropionic acid). Yield: 94.1%. RXN SMILES: C([O:3][C:4](=[O:46])[C:5]([CH3:45])([CH3:44])[CH2:6][C:7]1[N:8]([CH2:29][C:30]2[CH:35]=[CH:34][C:33]([C:36]3[CH:37]=[CH:38][C:39]([O:42][CH3:43])=[N:40][CH:41]=3)=[CH:32][CH:31]=2)[C:9]2[C:14]([C:15]=1[S:16][C:17]([CH3:20])([CH3:19])[CH3:18])=[CH:13][C:12]([O:21][CH2:22][C:23]1[CH:28]=[CH:27][CH:26]=[CH:25][N:24]=1)=[CH:11][CH:10]=2)C.O[Li].O>C1COCC1.CO.O>[N:24]1[CH:25]=[CH:26][CH:27]=[CH:28][C:23]=1[CH2:22][O:21][C:12]1[CH:13]=[C:14]2[C:9](=[CH:10][CH:11]=1)[N:8]([CH2:29][C:30]1[CH:31]=[CH:32][C:33]([C:36]3[CH:37]=[CH:38][C:39]([O:42][CH3:43])=[N:40][CH:41]=3)=[CH:34][CH:35]=1)[C:7]([CH2:6][C:5]([CH3:45])([CH3:44])[C:4]([OH:46])=[O:3])=[C:15]2[S:16][C:17]([CH3:20])([CH3:19])[CH3:18] |f:1.2,3.4.5|. Procedure details: 3-[5-(Pyrid-2-ylmethoxy)-3-(2-methyl-2-propylthio)-1-[4-(2-methoxypyrid-5-yl)benzyl]indol-2-yl]-2,2-dimethylpropionic acid ethyl ester (693 g, 1.086 mol) was added to a reactor containing 6.91 L of THF/MeOH/water in a 2:1:1 ratio and stirred. LiOH.H2O (54.75 g, 1.3 mol) was added to the reactor and the mixture was heated to between 50 to 60° C. and stirred overnight (about 12 hours). TLC analysis (EtOAc/Petroleum ether, 1/5) showed the reaction had reached completion. The THF/MeOH/water solvent ... Reactants: C1=CC=C(C=C1)OC(=NC#N)OC2=CC=CC=C2 (diphenyl N-cyanocarbonimidate), C1(CCCCC1)CN (cyclohexylmethylamine), N1C=NC(=C1)CCCN (3-(1H-imidazol-4-yl)propanamine). Solvent: C(C)#N (acetonitrile). The product is C(#N)NC(=NCC1CCCCC1)NCCCC=1N=CNC1 (N-Cyano-N'-[3-(1H-imidazol-4-yl)propyl]-N"-cyclohexylmethylguanidine). RXN SMILES: C1C=CC(O[C:8](OC2C=CC=CC=2)=[N:9][C:10]#[N:11])=CC=1.[CH:19]1([CH2:25][NH2:26])[CH2:24][CH2:23][CH2:22][CH2:21][CH2:20]1.[NH:27]1[CH:31]=[C:30]([CH2:32][CH2:33][CH2:34][NH2:35])[N:29]=[CH:28]1>C(#N)C>[C:10]([NH:9][C:8]([NH:35][CH2:34][CH2:33][CH2:32][C:30]1[N:29]=[CH:28][NH:27][CH:31]=1)=[N:26][CH2:25][CH:19]1[CH2:24][CH2:23][CH2:22][CH2:21][CH2:20]1)#[N:11]. Procedure details: 5 mmol of diphenyl N-cyanocarbonimidate are stirred with 5 mmol of cyclohexylmethylamine in 20 ml of acetonitrile for 2 h at room temperature. 5 mmol of 3-(1H-imidazol-4-yl)propanamine are then added and the mixture is brought to reflux for 8 h. The solution is concentrated under vacuum until dryness and the residue taken up in 5% acetic acid and washed with diethyl ether. After having been basified, the solution is extracted several times with dichloromethane. The combined and concentrated orga...